This data is from the Open Reaction Database (ORD), a public repository of structured organic reaction records. The task is: describe an organic reaction: reactants, conditions, products, and yield The reactants are BrC=1C(=CC2=C(NC(C3=C(N2C(CN2CCN(CC2)CCO)=O)N=CC=C3)=S)C1)Br (8,9-dibromo-6,11-dihydro-11-[[4-(2-hydroxyethyl)piperazino]acetyl]-5H-pyrido[2,3-b][1,5]benzodiazepin-5-thione), C(NN)(=O)OCC (ethyl carbazate). The product is BrC1=CC2=C(N(C3=C(C=4N2C(NN4)=O)C=CC=N3)C(CN3CCN(CC3)CCO)=O)C=C1Br (6,7-dibromo-2,9-dihydro-9-[[4-(2-hydroxyethyl)piperazino]acetyl]-3H-pyrido[3,2-c]-s-triazolo[4,3-a][1,5]benzodiazepin-3-one). RXN SMILES: [Br:1][C:2]1[C:3]([Br:30])=[CH:4][C:5]2[N:11]([C:12](=[O:23])[CH2:13][N:14]3[CH2:19][CH2:18][N:17]([CH2:20][CH2:21][OH:22])[CH2:16][CH2:15]3)[C:10]3[N:24]=[CH:25][CH:26]=[CH:27][C:9]=3[C:8](=S)[NH:7][C:6]=2[CH:29]=1.[C:31](OCC)(=[O:34])[NH:32][NH2:33]>>[Br:1][C:2]1[C:3]([Br:30])=[CH:4][C:5]2[N:11]([C:12](=[O:23])[CH2:13][N:14]3[CH2:19][CH2:18][N:17]([CH2:20][CH2:21][OH:22])[CH2:16][CH2:15]3)[C:10]3[N:24]=[CH:25][CH:26]=[CH:27][C:9]=3[C:8]3[N:7]([C:31](=[O:34])[NH:32][N:33]=3)[C:6]=2[CH:29]=1. Procedure: In the manner given in Example 13, 8,9-dibromo-6,11-dihydro-11-[[4-(2-hydroxyethyl)piperazino]acetyl]-5H-pyrido[2,3-b][1,5]benzodiazepin-5-thione is heated to about 200° C. with ethyl carbazate to give 6,7-dibromo-2,9-dihydro-9-[[4-(2-hydroxyethyl)piperazino]acetyl]-3H-pyrido[3,2-c]-s-triazolo[4,3-a][1,5]benzodiazepin-3-one.